This data is from the Open Reaction Database (ORD), a public repository of structured organic reaction records. The task is: describe an organic reaction: reactants, conditions, products, and yield RXN SMILES: [C:1]([O:2][C:3](=[O:4])[NH:7][CH:8]([CH2:9][C:10](=[O:11])[N:12]1[CH2:13][c:14]2[n:15]([c:18]([C:31]([F:32])([F:33])[F:34])[n:19][c:20]2[C:21](=[O:22])[N:23]2[CH2:24][CH2:25][S:26](=[O:29])(=[O:30])[CH2:27][CH2:28]2)[CH2:16][CH2:17]1)[CH2:35][c:36]1[c:37]([F:44])[cH:38][c:39]([F:43])[c:40]([F:42])[cH:41]1)([CH3:5])([CH3:6])[CH3:45].[CH3:47][CH2:48][O:49][C:50](=[O:51])[CH3:52].[ClH:46]>>[ClH:46].[NH2:7][CH:8]([CH2:9][C:10](=[O:11])[N:12]1[CH2:13][c:14]2[n:15]([c:18]([C:31]([F:32])([F:33])[F:34])[n:19][c:20]2[C:21](=[O:22])[N:23]2[CH2:24][CH2:25][S:26](=[O:29])(=[O:30])[CH2:27][CH2:28]2)[CH2:16][CH2:17]1)[CH2:35][c:36]1[c:37]([F:44])[cH:38][c:39]([F:43])[c:40]([F:42])[cH:41]1. Starting materials: CC(C)(C)OC(=O)NC(CC(=O)N1CCn2c(C(F)(F)F)nc(C(=O)N3CCS(=O)(=O)CC3)c2C1)Cc1cc(F)c(F)cc1F, CCOC(C)=O, Cl. Yields the product Cl, NC(CC(=O)N1CCn2c(C(F)(F)F)nc(C(=O)N3CCS(=O)(=O)CC3)c2C1)Cc1cc(F)c(F)cc1F. The reactants are Cc1ccccc1, CCOCC, S=C=Nc1ccc(Cl)cc1, Cc1cccc(COc2cccnc2N)c1F. Product: Cc1cccc(COc2cccnc2NC(=S)Nc2ccc(Cl)cc2)c1F. Reaction SMILES: [CH3:28][c:29]1[cH:30][cH:31][cH:32][cH:33][cH:34]1.[CH3:35][CH2:36][O:37][CH2:38][CH3:39].[Cl:18][c:19]1[cH:20][cH:21][c:22]([N:25]=[C:26]=[S:27])[cH:23][cH:24]1.[NH2:1][c:2]1[n:3][cH:4][cH:5][cH:6][c:7]1[O:8][CH2:9][c:10]1[c:11]([F:17])[c:12]([CH3:16])[cH:13][cH:14][cH:15]1>>[NH:1]([c:2]1[n:3][cH:4][cH:5][cH:6][c:7]1[O:8][CH2:9][c:10]1[c:11]([F:17])[c:12]([CH3:16])[cH:13][cH:14][cH:15]1)[C:26]([NH:25][c:22]1[cH:21][cH:20][c:19]([Cl:18])[cH:24][cH:23]1)=[S:27]. Solvent: CO (methanol). The product is O.CN(CCC1CN(C(N2C(=NC3=C2C=CC=C3)N1C)=O)C)C (2-[2-(Dimethylamino)ethyl]-3,4-dihydro-1,4-dimethyl-1H-[1,3,5]triazepino[3,2-a]benzimidazol-5(2H)-one monohydrate). Reaction conditions: time 6 day. Procedure details: To 90 mL of freshly collected dimethylamine and 10 mL of methanol was added 3.25 g (0.011 mol) of 2-(2-chloroethyl)-3,4-dihydro-1,4-dimethyl-1H-[1,3,5]triazepino[3,2-a]benzimidazol-5(2H)-one. The reaction flask was sealed and left standing at room temperature for 6 days. The dimethylamine was then allowed to evaporate at room temperature and the residue partitioned between 75 mL of 1N NaOH and 75 mL of CH2Cl2. The organic phase was washed with another 50 mL of 1N NaOH. The combined organic layer... Reactants: CNC (dimethylamine), ClCCC1CN(C(N2C(=NC3=C2C=CC=C3)N1C)=O)C (2-(2-chloroethyl)-3,4-dihydro-1,4-dimethyl-1H-[1,3,5]triazepino[3,2-a]benzimidazol-5(2H)-one), CNC (dimethylamine). As a reaction SMILES: [CH3:1][NH:2][CH3:3].Cl[CH2:5][CH2:6][CH:7]1[N:20]([CH3:21])[C:12]2=[N:13][C:14]3[CH:19]=[CH:18][CH:17]=[CH:16][C:15]=3[N:11]2[C:10](=[O:22])[N:9]([CH3:23])[CH2:8]1>CO>[OH2:22].[CH3:1][N:2]([CH3:3])[CH2:5][CH2:6][CH:7]1[N:20]([CH3:21])[C:12]2=[N:13][C:14]3[CH:19]=[CH:18][CH:17]=[CH:16][C:15]=3[N:11]2[C:10](=[O:22])[N:9]([CH3:23])[CH2:8]1 |f:3.4|.